From a dataset of the Open Reaction Database (ORD), a public repository of structured organic reaction records. describe an organic reaction: reactants, conditions, products, and yield The reactants are C(C)(=O)OCC1=C(C=CC=C1)C(C(=O)N)=NO (2-(2-acetoxymethylphenyl)-2-hydroxyiminoacetamide), CN.CO (methylamine methanol). Solvent: CO (methanol). Yields the product OCC1=C(C=CC=C1)C(C(=O)NC)=NO (2-(2-hydroxymethylphenyl)-2-hydroxyimino-N-methylacetamide). The yield is 67.4%. As a reaction SMILES: C([O:4][CH2:5][C:6]1[CH:11]=[CH:10][CH:9]=[CH:8][C:7]=1[C:12](=[N:16][OH:17])[C:13]([NH2:15])=[O:14])(=O)C.[CH3:18]N.CO>CO>[OH:4][CH2:5][C:6]1[CH:11]=[CH:10][CH:9]=[CH:8][C:7]=1[C:12](=[N:16][OH:17])[C:13]([NH:15][CH3:18])=[O:14] |f:1.2|. Procedure details: A mixture of 2-(2-acetoxymethylphenyl)-2-hydroxyiminoacetamide (1.00 g, E/Z≠65/35), a 40% methylamine/methanol solution (2.1 ml) and methanol (6.3 ml) was stirred at 40° C. for 6 hours. After the mixture was cooled by allowing it to stand, the solvent was evaporated under reduced pressure to obtain the crude product (E/Z≠98/2). This crude product was purified by column chromatography on silica gel (ethyl acetate) and crystallized from ethyl acetate-hexane to obtain the title compound as crystals... Reactants: COc1ccc(N2CCC(C)(C)CC2)cn1, Cl, [Na+], [OH-], O, c1ccncc1. The product is CC1(C)CCN(c2ccc(O)nc2)CC1. RXN SMILES: [CH3:1][O:2][c:3]1[cH:4][cH:5][c:6]([N:9]2[CH2:10][CH2:11][C:12]([CH3:15])([CH3:16])[CH2:13][CH2:14]2)[cH:7][n:8]1.[ClH:17].[Na+:25].[OH-:24].[OH2:26].[n:18]1[cH:19][cH:20][cH:21][cH:22][cH:23]1>>[OH:2][c:3]1[cH:4][cH:5][c:6]([N:9]2[CH2:10][CH2:11][C:12]([CH3:15])([CH3:16])[CH2:13][CH2:14]2)[cH:7][n:8]1. Reaction SMILES: [NH:1]([c:2]1[cH:3][cH:4][cH:5][cH:6][cH:7]1)[C:8](=[O:9])[NH:10][c:11]1[c:12]([Cl:40])[cH:13][c:14]([O:15][c:16]2[cH:17][c:18]([NH:22][C:23](=[O:24])[CH:25]3[CH2:26][CH2:27][N:28]([C:31]([O:32][C:33]([CH3:34])([CH3:35])[CH3:36])=[O:37])[CH2:29][CH2:30]3)[n:19][cH:20][cH:21]2)[cH:38][cH:39]1.[Na+:44].[Na:41].[OH-:43].[OH2:42].[OH:45][C:46]([C:47]([F:48])([F:49])[F:50])=[O:51]>>[NH:1]([c:2]1[cH:3][cH:4][cH:5][cH:6][cH:7]1)[C:8](=[O:9])[NH:10][c:11]1[c:12]([Cl:40])[cH:13][c:14]([O:15][c:16]2[cH:17][c:18]([NH:22][C:23](=[O:24])[CH:25]3[CH2:26][CH2:27][N:28]([CH3:31])[CH2:29][CH2:30]3)[n:19][cH:20][cH:21]2)[cH:38][cH:39]1. Yields the product CN1CCC(C(=O)Nc2cc(Oc3ccc(NC(=O)Nc4ccccc4)c(Cl)c3)ccn2)CC1. Starting materials: CC(C)(C)OC(=O)N1CCC(C(=O)Nc2cc(Oc3ccc(NC(=O)Nc4ccccc4)c(Cl)c3)ccn2)CC1, [Na+], [Na], [OH-], O, O=C(O)C(F)(F)F. The reactants are NCCSC=1C=C(C(=O)N(C)C=2C=NC=CC2C2=C(C=C(C=C2)F)OC)C=C(C1)C(F)(F)F (3-(2-Amino-ethylsulfanyl)-N-[4-(4-fluoro-2-methoxy-phenyl)-pyridin-3-yl]-N-methyl-5-trifluoromethyl-benzamide), S(=O)(=O)(N)N (sulfamide). Procedure: To a solution of 3-(2-aminoethylthio)-N-(4-(4-fluoro-2-methoxyphenyl)pyridin-3-yl)-N-methyl-5-(trifluoromethyl)benzamide (0.1 g, 209 μmol, example 237) in isopropylacetate (2 mL) was added sulfamide (80.2 mg, 834 μmol) and the mixture was heated at reflux for 23 hours while the solvent was vaporized. The product was purified by preparative HPLC (Gemini NX column) using a gradient of MeOH:water (containing 0.1% formic acid) (20:80 to 98:2). Colorless foam (0.067 g; 57%). MS (ESI): m/z=559.11 [M+H... Product: FC1=CC(=C(C=C1)C1=C(C=NC=C1)N(C(C1=CC(=CC(=C1)C(F)(F)F)SCCNS(N)(=O)=O)=O)C)OC (N-[4-(4-fluoro-2-methoxyphenyl)pyridin-3-yl]-N-methyl-3-{[2-(sulfamoylamino)ethyl]-sulfanyl}-5-(trifluoromethyl)benzamide). As a reaction SMILES: [NH2:1][CH2:2][CH2:3][S:4][C:5]1[CH:6]=[C:7]([CH:27]=[C:28]([C:30]([F:33])([F:32])[F:31])[CH:29]=1)[C:8]([N:10]([C:12]1[CH:13]=[N:14][CH:15]=[CH:16][C:17]=1[C:18]1[CH:23]=[CH:22][C:21]([F:24])=[CH:20][C:19]=1[O:25][CH3:26])[CH3:11])=[O:9].[S:34](N)([NH2:37])(=[O:36])=[O:35]>C(OC(=O)C)(C)C>[F:24][C:21]1[CH:22]=[CH:23][C:18]([C:17]2[CH:16]=[CH:15][N:14]=[CH:13][C:12]=2[N:10]([CH3:11])[C:8](=[O:9])[C:7]2[CH:27]=[C:28]([C:30]([F:32])([F:33])[F:31])[CH:29]=[C:5]([S:4][CH2:3][CH2:2][NH:1][S:34](=[O:36])(=[O:35])[NH2:37])[CH:6]=2)=[C:19]([O:25][CH3:26])[CH:20]=1. Run in C(C)(C)OC(C)=O (isopropylacetate). Starting materials: C1(=CC=CC=C1)C(CC1=CC=CC=C1)N (1,2diphenylethylamine), BrCC#C (3-bromo-1-propyne), C([O-])([O-])=O.[K+].[K+] (potassium carbonate), CCO (EtOH), BrCC#C (3-bromo-1-propyne). The solvent is [OH-].[Na+] (NaOH). Product: C(C#C)N(CC#C)C(CC1=CC=CC=C1)C1=CC=CC=C1 (N,N-di-propargyl-1,2-diphenylethylamine). Yield: 19.0%. RXN SMILES: [C:1]1([CH:7]([NH2:15])[CH2:8][C:9]2[CH:14]=[CH:13][CH:12]=[CH:11][CH:10]=2)[CH:6]=[CH:5][CH:4]=[CH:3][CH:2]=1.Br[CH2:17][C:18]#[CH:19].[C:20](=O)([O-])[O-].[K+].[K+].[CH3:26][CH2:27]O>[OH-].[Na+]>[CH2:17]([N:15]([CH:7]([C:1]1[CH:6]=[CH:5][CH:4]=[CH:3][CH:2]=1)[CH2:8][C:9]1[CH:10]=[CH:11][CH:12]=[CH:13][CH:14]=1)[CH2:20][C:27]#[CH:26])[C:18]#[CH:19] |f:2.3.4,6.7|. Procedure: To a stirred solution of 1,2diphenylethylamine (930 mg, 4.20 mmol) in EtOH (30 ml) were added 3-bromo-1-propyne (700 mg, 5.30 mmol) and potassium carbonate (1.38 g, 10.0 mmol). The mixture was refluxed for 16 h and then more 3-bromo-1-propyne (100 mg) was added. The mixture was refluxed another 6 h and then it was cooled, diluted with 1 N NaOH (200 ml) and extracted with CH2Cl2. The extract was dried (MgSO4) and concentrated. The residue was purified by flash chromatography. Elution with 1:1 hex...